This data is from the Open Reaction Database (ORD), a public repository of structured organic reaction records. The task is: describe an organic reaction: reactants, conditions, products, and yield The reactants are FC1=CC=C(C(CC2CSCCC2=O)=O)C=C1 (3-(4-fluorophenacyl)-2,3,5,6-tetrahydrothiopyran-4-one), C(C)O (ethanol), Cl (hydrogen chloride), Example 5 ( a ), CN(CCCN)C (3-dimethylaminopropylamine). Solvent: CCOCC (ether). The product is Cl.CN(CCCN1C2=C(C=C1C1=CC=C(C=C1)F)CSCC2)C (1-(3-dimethylaminopropyl)-2-(4-fluorophenyl)-1,4,6,7-tetrahydrothiopyrano[4,3-b]pyrrole hydrochloride). As a reaction SMILES: [F:1][C:2]1[CH:17]=[CH:16][C:5]([C:6](=O)[CH2:7][CH:8]2[C:13](=O)[CH2:12][CH2:11][S:10][CH2:9]2)=[CH:4][CH:3]=1.[CH3:18][N:19]([CH3:24])[CH2:20][CH2:21][CH2:22][NH2:23].C(O)C.[ClH:28]>CCOCC>[ClH:28].[CH3:18][N:19]([CH3:24])[CH2:20][CH2:21][CH2:22][N:23]1[C:6]([C:5]2[CH:16]=[CH:17][C:2]([F:1])=[CH:3][CH:4]=2)=[CH:7][C:8]2[CH2:9][S:10][CH2:11][CH2:12][C:13]1=2 |f:5.6|. Procedure details: A solution of 4.0 g (0.016 mole) of 3-(4-fluorophenacyl)-2,3,5,6-tetrahydrothiopyran-4-one [Example 5 (a)], 1.62 g of 3-dimethylaminopropylamine and 40 ml. of ethanol is heated under reflux for 2.5 hours, cooled, treated with 4 ml. of saturated ethereal hydrogen chloride, warmed to boiling, and diluted to the cloud point with ether. Upon cooling a solid separates. Recrystallization from ethanol gives off-white crystals of 1-(3-dimethylaminopropyl)-2-(4-fluorophenyl)-1,4,6,7-tetrahydrothiopyrano[... Reactants: C1(=CC=C(C=C1)C(=O)N1[C@H](C(=O)OC)C[C@H](C1)O[Si](C)(C)C(C)(C)C)C1=CC=CC=C1 (methyl (4R)-1-(1,1′-biphenyl-4-ylcarbonyl)-4-{[tert-butyl (dimethyl) silyl]oxy}-L-prolinate), C1(=CC=C(C=C1)C(=O)N1[C@H](C(=O)OC)C[C@H](C1)O[Si](C)(C)C(C)(C)C)C1=CC=CC=C1 (methyl (4R)-1-(1,1′-biphenyl-4-ylcarbonyl)-4-{[tert-butyl (dimethyl) silyl]oxy}-L-prolinate), [BH4-].[Li+] (lithium borohydride). Solvent: C1CCOC1 (THF). Reaction conditions: time 3 hour. Yields the product C1(=CC=C(C=C1)C(=O)N1[C@@H](C[C@H](C1)O[Si](C)(C)C(C)(C)C)CO)C1=CC=CC=C1 (((2S,4R)-1-(1,1′-biphenyl-4-ylcarbonyl)-4-{[tert-butyl (dimethyl) silyl]oxy}pyrrolidin-2-yl)methanol). As a reaction SMILES: [C:1]1([C:26]2[CH:31]=[CH:30][CH:29]=[CH:28][CH:27]=2)[CH:6]=[CH:5][C:4]([C:7]([N:9]2[CH2:17][C@H:16]([O:18][Si:19]([C:22]([CH3:25])([CH3:24])[CH3:23])([CH3:21])[CH3:20])[CH2:15][C@H:10]2[C:11](OC)=[O:12])=[O:8])=[CH:3][CH:2]=1.[BH4-].[Li+]>C1COCC1>[C:1]1([C:26]2[CH:27]=[CH:28][CH:29]=[CH:30][CH:31]=2)[CH:2]=[CH:3][C:4]([C:7]([N:9]2[CH2:17][C@H:16]([O:18][Si:19]([C:22]([CH3:23])([CH3:25])[CH3:24])([CH3:21])[CH3:20])[CH2:15][C@H:10]2[CH2:11][OH:12])=[O:8])=[CH:5][CH:6]=1 |f:1.2|. Reported procedure: A solution of methyl (4R)-1-(1,1′-biphenyl-4-ylcarbonyl)-4-{[tert-butyl (dimethyl) silyl]oxy}-L-prolinate (intermediate 15a, 2.61 g, 5.94 mmol) in THF (60 ml) was cooled to 0° C. and treated with lithium borohydride (95%, 206 mg, 8.9 mmol). The reaction mixture was stirred for 3 h and quenched slowly with water. THF was removed under reduced pressure, the crude was redissolved in AcOEt, washed with sat. NH4Cl, brine, dried over magnesium sulfate, filtered and concentrated. Reactants: aldehyde, ( 7 ), ( 6 ), ( 30 ), ( 100 ), C(CC(C)CCC=C(C)C)OCC=O (citronelloxyacetaldehyde), ( 33 ), CC1CCC=2C=C3C(=CC12)OCC(CO3)=O (1-methyl-2,3-dihydro-1H-5,9-dioxacyclohepta[f]inden-7-one). The product is CC1(CCC=2C=C3C(=CC12)OCC(CO3)=O)C (1,1-dimethyl-2,3-dihydro-1H-5,9-dioxacyclohepta[f]inden-7-one). Reaction SMILES: [CH2:1]([O:11][CH2:12][CH:13]=[O:14])[CH2:2][CH:3]([CH2:5][CH2:6][CH:7]=[C:8]([CH3:10])[CH3:9])C.CC1C2C=[C:22]3[O:25][CH2:26]C(=O)CO[C:21]3=CC=2CC1>>[CH3:10][C:8]1([CH3:9])[C:3]2[CH:2]=[C:1]3[O:11][CH2:12][C:13](=[O:14])[CH2:26][O:25][C:22]3=[CH:21][C:5]=2[CH2:6][CH2:7]1. Procedure: Odor: Marine-aldehyde-like, floral-rosy odor with nuances of citronelloxyacetaldehyde [(3,7-dimethyl-6-octenyl)oxyacetaldehyde]. -IR (film): ν=1322/1253/1281/1350 cm−1 (ν ring), 1040/1067 cm−1 (ν C—O—C), 1484/1438 cm−1 (ν C═C, Ar), 1736 cm−1 (ν C═O). 1H-NMR (CDCl3): δ=1.22 (s, 6H, 1-Me2), 1.92 (t, J=7.2 Hz, 2H, 2-H2), 2.79 (t, J=7.2 Hz, 2H, 3-H2), 4.67 (d, J=2.8 Hz, 4H, 6-, 8-H2), 6.75 (s, 1H, 4-H), 6.81 (s, 1H, 10-H). -13C-NMR (CDCl3): δ=28.43 (2q, 1-Me2), 29.29 (t, C-3), 41.68 (t, C-2), 43.61 ... Reactants: COC=1CC(C(N1)CCCC(C1OC(OC1)=O)NC(OC(C)(C)C)=O)C (1,1-dimethylethyl N-[4-(3,4-dihydro-5-methoxy-3-methyl-2H-pyrrol-2-yl)-1-(2-oxo-1,3-dioxolan-4-yl)butyl]carbamate), [Cl-].[NH4+] (ammonium chloride), title material, Cl.CCOC(=O)C (HCl EtOAc). Solvent: CO (MeOH). The product is Cl.Cl.NC(CCCC1NC(CC1C)=N)C1OC(OC1)=O (4-[1-amino-4-(5-imino-3-methylpyrrolidin-2-yl)butyl]-1,3- dioxolan-2-one, dihydrochloride). Reaction SMILES: CO[C:3]1[CH2:4][CH:5]([CH3:26])[CH:6]([CH2:8][CH2:9][CH2:10][CH:11]([NH:18]C(=O)OC(C)(C)C)[CH:12]2[CH2:16][O:15][C:14](=[O:17])[O:13]2)[N:7]=1.[Cl-:27].[NH4+:28].Cl.CCOC(C)=O>CO>[ClH:27].[ClH:27].[NH2:18][CH:11]([CH:12]1[CH2:16][O:15][C:14](=[O:17])[O:13]1)[CH2:10][CH2:9][CH2:8][CH:6]1[CH:5]([CH3:26])[CH2:4][C:3](=[NH:28])[NH:7]1 |f:1.2,3.4,6.7.8|. Procedure details: The product of EXAMPLE 262 in MeOH is reacted with ammonium chloride by the method of EXAMPLE 27, then treated with 3M HCl/EtOAc to generate the title material. The reactants are [N+](=O)([O-])C1=CC=C(C(=O)O[C@](CC)(C(F)(F)F)C=2N=NN(C2)CC2=CC=C3C(=CC(=NC3=C2)C#N)C(C)=O)C=C1 ((S)-1-{1-[(4-acetyl-2-cyanoquinolin-7-yl)methyl]-1H-1,2,3-triazol-4-yl}-1-(trifluoromethyl)propyl 4-nitrobenzoate), [OH-].[Li+] (lithium hydroxide). Solvent: C(C)(=O)OCC (ethyl acetate), C1CCOC1 (THF). Conditions: time 2 hour. The product is C(C)(=O)C1=CC(=NC2=CC(=CC=C12)CN1N=NC(=C1)[C@@](CC)(C(F)(F)F)O)C#N ((S)-4-Acetyl-7-({4-[1-hydroxy-1-(trifluoromethyl)propyl]-1H-1,2,3-triazol-1-yl}methyl)quinoline-2-carbonitrile). As a reaction SMILES: [N+](C1C=CC(C([O:10][C@@:11]([C:18]2[N:19]=[N:20][N:21]([CH2:23][C:24]3[CH:33]=[C:32]4[C:27]([C:28]([C:36](=[O:38])[CH3:37])=[CH:29][C:30]([C:34]#[N:35])=[N:31]4)=[CH:26][CH:25]=3)[CH:22]=2)([C:14]([F:17])([F:16])[F:15])[CH2:12][CH3:13])=O)=CC=1)([O-])=O.[OH-].[Li+]>C1COCC1.C(OCC)(=O)C>[C:36]([C:28]1[C:27]2[C:32](=[CH:33][C:24]([CH2:23][N:21]3[CH:22]=[C:18]([C@:11]([OH:10])([C:14]([F:15])([F:16])[F:17])[CH2:12][CH3:13])[N:19]=[N:20]3)=[CH:25][CH:26]=2)[N:31]=[C:30]([C:34]#[N:35])[CH:29]=1)(=[O:38])[CH3:37] |f:1.2|. Procedure: To a solution of (S)-1-{1-[(4-acetyl-2-cyanoquinolin-7-yl)methyl]-1H-1,2,3-triazol-4-yl}-1-(trifluoromethyl)propyl 4-nitrobenzoate (obtained as described in Example 52, step 4) (47 mg, 0.085 mmol) in THF (2 mL) was added lithium hydroxide 2M (210 uL, 0.42 mmol). The mixture was stirred at room temperature for 2 h. The reaction mixture was then diluted with ethyl acetate, washed with an ammonium chloride sln., brine, dried over MgSO4, filtered and concentrated to yield the title compound. The cru... Reactants: NC1=C(C=C(C=C1)O)F (4-Amino-3-fluorophenol), CS(=O)(=O)Cl (Methanesulfonyl chloride). Run in N1=CC=CC=C1 (pyridine). Reaction conditions: temperature 0 celsius, time 3 day. The product is FC1=C(C=CC(=C1)O)NS(=O)(=O)C (N-(2-fluoro-4-hydroxyphenyl)methanesulfonamide). As a reaction SMILES: [NH2:1][C:2]1[CH:7]=[CH:6][C:5]([OH:8])=[CH:4][C:3]=1[F:9].[CH3:10][S:11](Cl)(=[O:13])=[O:12]>N1C=CC=CC=1>[F:9][C:3]1[CH:4]=[C:5]([OH:8])[CH:6]=[CH:7][C:2]=1[NH:1][S:11]([CH3:10])(=[O:13])=[O:12]. Procedure: 4-Amino-3-fluorophenol (0.254 g; 2.0 mmol) was dissolved in 10 ml of dry pyridine under nitrogen and cooled to 0° C. Methanesulfonyl chloride (0.17 ml; 2.1 mmol) was added dropwise and stirred for three days at room temperature. The reaction was evaporated, 25 ml of toluene added and evaporated again. Toluene evaporation was repeated. Residue was dissolved in 25 ml of EtOAc, washed with 20 ml of water and evaporated to dryness to give red-brown solid N-(2-fluoro-4-hydroxyphenyl)methanesulfonamid... Starting materials: CCOC(=O)C(C)(C)Br, CN(C)C=O, COc1ccc(N=Cc2ccc(O)cc2)cc1, [H-], [Na+], O. Yields the product CCOC(=O)C(C)(C)Oc1ccc(C=Nc2ccc(OC)cc2)cc1. As a reaction SMILES: [Br:20][C:21]([C:22](=[O:23])[O:24][CH2:25][CH3:26])([CH3:27])[CH3:28].[CH3:30][N:31]([CH3:32])[CH:33]=[O:34].[CH3:3][O:4][c:5]1[cH:6][cH:7][c:8]([N:11]=[CH:12][c:13]2[cH:14][cH:15][c:16]([OH:19])[cH:17][cH:18]2)[cH:9][cH:10]1.[H-:1].[Na+:2].[OH2:29]>>[CH3:3][O:4][c:5]1[cH:6][cH:7][c:8]([N:11]=[CH:12][c:13]2[cH:14][cH:15][c:16]([O:19][C:21]([C:22](=[O:23])[O:24][CH2:25][CH3:26])([CH3:27])[CH3:28])[cH:17][cH:18]2)[cH:9][cH:10]1.